Dataset: the Open Reaction Database (ORD), a public repository of structured organic reaction records. Task: describe an organic reaction: reactants, conditions, products, and yield Starting materials: COC=1C=C(COC2=NN(C(=C2)C=O)C2=CC=CC=C2)C=CC1OCC=1N=C(OC1C)C1=CC=CC=C1 (3-{[3-methoxy-4-(5-methyl-2-phenyl-1,3-oxazol-4-ylmethoxy)benzyl]oxy}-1-phenyl-1H-pyrazole-5-carbaldehyde), C(C)OP(=O)(OCC)CC(=O)OCC (ethyl diethylphosphonoacetate), CN(C=O)C (N,N-dimethylformamide), [H-].[Na+] (sodium hydride). Run in O (water). Reaction conditions: time 8 hour. Product: COC=1C=C(COC2=NN(C(=C2)/C=C/C(=O)OCC)C2=CC=CC=C2)C=CC1OCC=1N=C(OC1C)C1=CC=CC=C1 (ethyl (E)-3-(3-{[3-methoxy-4-(5-methyl-2-phenyl-1,3-oxazol-4-ylmethoxy)benzyl]oxy}-1-phenyl-1H-pyrazol5-yl)-2-propenoate). Isolated yield 86.1%. As a reaction SMILES: [CH3:1][O:2][C:3]1[CH:4]=[C:5]([CH:21]=[CH:22][C:23]=1[O:24][CH2:25][C:26]1[N:27]=[C:28]([C:32]2[CH:37]=[CH:36][CH:35]=[CH:34][CH:33]=2)[O:29][C:30]=1[CH3:31])[CH2:6][O:7][C:8]1[CH:12]=[C:11]([CH:13]=O)[N:10]([C:15]2[CH:20]=[CH:19][CH:18]=[CH:17][CH:16]=2)[N:9]=1.C(OP([CH2:46][C:47]([O:49][CH2:50][CH3:51])=[O:48])(OCC)=O)C.CN(C)C=O.[H-].[Na+]>O>[CH3:1][O:2][C:3]1[CH:4]=[C:5]([CH:21]=[CH:22][C:23]=1[O:24][CH2:25][C:26]1[N:27]=[C:28]([C:32]2[CH:33]=[CH:34][CH:35]=[CH:36][CH:37]=2)[O:29][C:30]=1[CH3:31])[CH2:6][O:7][C:8]1[CH:12]=[C:11](/[CH:13]=[CH:46]/[C:47]([O:49][CH2:50][CH3:51])=[O:48])[N:10]([C:15]2[CH:16]=[CH:17][CH:18]=[CH:19][CH:20]=2)[N:9]=1 |f:3.4|. Procedure details: To a mixture of 3-{[3-methoxy-4-(5-methyl-2-phenyl-1,3-oxazol-4-ylmethoxy)benzyl]oxy}-1-phenyl-1H-pyrazole-5-carbaldehyde (600 mg), ethyl diethylphosphonoacetate (300 mg) and N,N-dimethylformamide (10 mL) was added sodium hydride (60% in oil, 52.0 mg) at 0° C., and the mixture was stirred overnight at room temperature. The reaction mixture was poured into water and the mixture was extracted with ethyl acetate. The ethyl acetate layer was washed successively with dilute hydrochloric acid and satu... Reactants: C([O-])([O-])=O.[K+].[K+] (Potassium carbonate), ICCC (iodopropan), S.[Na] (Sodium hydrogen sulfide), ClC=1C(=NSN1)C=1C=NC=CC1 (3-(4-chloro-1,2,5-thiadiazol-3-yl)pyridine). Solvent: CN(C)C=O (DMF), O (Water). Reaction conditions: time 30 minute. Yields the product C(CC)SC=1C(=NSN1)C=1C=NC=CC1 (3-(4-propylthio-1,2,5-thiadiazol-3-yl)pyridine). As a reaction SMILES: [SH2:1].[Na].Cl[C:4]1[C:5]([C:9]2[CH:10]=[N:11][CH:12]=[CH:13][CH:14]=2)=[N:6][S:7][N:8]=1.C(=O)([O-])[O-].[K+].[K+].I[CH2:22][CH2:23][CH3:24]>CN(C=O)C.O>[CH2:22]([S:1][C:4]1[C:5]([C:9]2[CH:10]=[N:11][CH:12]=[CH:13][CH:14]=2)=[N:6][S:7][N:8]=1)[CH2:23][CH3:24] |f:0.1,3.4.5,^1:1|. Procedure: Sodium hydrogen sulfide (220 mg, 3 mmol) was added over 30 min. to a solution of 3-(4-chloro-1,2,5-thiadiazol-3-yl)pyridine (0.59 g, 3 mmol) in DMF (20 ml) at room temperature. Potassium carbonate (1.24 g, 9 mmol) and iodopropan (0.76 g, 4.5 mmol) were added. The reaction mixture was stirred at room temperature for 30 min. Water was added and the mixture extracted with ether. The combined ether phases were dried and evaporated to give the title compound in 89% (0.63 g) yield. Reactants: CN(CCC1CCC(CC=O)CC1)C(=O)OC(C)(C)C, CC#N, ClC(Cl)(Cl)Cl, [O-][I+3]([O-])([O-])[O-], [Na+], O, Cl[Ru](Cl)Cl. The product is CN(CCC1CCC(CC(=O)O)CC1)C(=O)OC(C)(C)C. RXN SMILES: [C:1]([CH3:2])([CH3:3])([CH3:4])[O:5][C:6]([N:7]([CH2:8][CH2:9][CH:10]1[CH2:11][CH2:12][CH:13]([CH2:16][CH:17]=[O:18])[CH2:14][CH2:15]1)[CH3:19])=[O:20].[CH3:21][C:22]#[N:23].[Cl:31][C:32]([Cl:33])([Cl:34])[Cl:35].[I+3:25]([O-:26])([O-:27])([O-:28])[O-:29].[Na+:30].[OH2:24].[Ru:36]([Cl:37])([Cl:38])[Cl:39]>>[C:1]([CH3:2])([CH3:3])([CH3:4])[O:5][C:6]([N:7]([CH2:8][CH2:9][CH:10]1[CH2:11][CH2:12][CH:13]([CH2:16][C:17](=[O:18])[OH:26])[CH2:14][CH2:15]1)[CH3:19])=[O:20]. The reactants are CC=1C=C(C=CC1C)NC1=CC(=C(C=C1)C)C (bis(3,4-dimethylphenyl)amine), N1=CC=CC2=CC=C3C=CC=NC3=C12 (1,10-phenanthroline), [OH-].[K+] (potassium hydroxide), IC1=CC=C(C=C1)C1=CC=CC=C1 (4-iodobiphenyl), cuprous chloride. Run in C1(=CC=CC=C1)C (toluene). Reaction conditions: temperature 120 celsius, time 3 hour. Product: CC=1C=C(C=CC1C)N(C1=CC=C(C=C1)C1=CC=CC=C1)C1=CC(=C(C=C1)C)C (N,N-bis(3,4-dimethylphenyl)-4-biphenylamine). RXN SMILES: [CH3:1][C:2]1[CH:3]=[C:4]([NH:9][C:10]2[CH:15]=[CH:14][C:13]([CH3:16])=[C:12]([CH3:17])[CH:11]=2)[CH:5]=[CH:6][C:7]=1[CH3:8].I[C:19]1[CH:24]=[CH:23][C:22]([C:25]2[CH:30]=[CH:29][CH:28]=[CH:27][CH:26]=2)=[CH:21][CH:20]=1.N1C2C(=CC=C3C=2N=CC=C3)C=CC=1.[OH-].[K+]>C1(C)C=CC=CC=1>[CH3:17][C:12]1[CH:11]=[C:10]([N:9]([C:4]2[CH:5]=[CH:6][C:7]([CH3:8])=[C:2]([CH3:1])[CH:3]=2)[C:28]2[CH:29]=[CH:30][C:25]([C:22]3[CH:23]=[CH:24][CH:19]=[CH:20][CH:21]=3)=[CH:26][CH:27]=2)[CH:15]=[CH:14][C:13]=1[CH3:16] |f:3.4|. Procedure details: In a 500 milliliter round bottomed flask equipped with mechanical stirrer and fitted with a Dean-Stark trap under a reflux condenser were placed 12.39 grams (0.055 mole) of bis(3,4-dimethylphenyl)amine, 14 grams (0.050 mole) of 4-iodobiphenyl, 0.25 gram (0.0025 mole) of cuprous chloride, 0.45 gram (0,0025 mole) of 1,10-phenanthroline, 22.44 grams (0.4 mole) of flake potassium hydroxide and 20 milliliters of toluene solvent. The reaction was heated quickly to a reflux temperature of 120° C. and m... Starting materials: FC1=C(C=CC=C1)C1=CC=C(C=2NC3=CC(=CC=C3C12)C=O)C(=O)N (4-(2-fluorophenyl)-7-formyl-9H-carbazole-1-carboxamide), OO (hydrogen peroxide), S(O)(O)(=O)=O (sulfuric acid), OO (hydrogen peroxide), S(O)(O)(=O)=O (sulfuric acid), [OH-].[Na+] (sodium hydroxide). Run in CO (methanol). Run at time 1.5 hour. The product is FC1=C(C=CC=C1)C1=CC=C(C=2NC3=CC(=CC=C3C12)O)C(=O)N (4-(2-fluorophenyl)-7-hydroxy-9H-carbazole-1-carboxamide). Reaction SMILES: [F:1][C:2]1[CH:7]=[CH:6][CH:5]=[CH:4][C:3]=1[C:8]1[C:20]2[C:19]3[C:14](=[CH:15][C:16](C=O)=[CH:17][CH:18]=3)[NH:13][C:12]=2[C:11]([C:23]([NH2:25])=[O:24])=[CH:10][CH:9]=1.OO.S(=O)(=O)(O)[OH:29].[OH-].[Na+]>CO>[F:1][C:2]1[CH:7]=[CH:6][CH:5]=[CH:4][C:3]=1[C:8]1[C:20]2[C:19]3[C:14](=[CH:15][C:16]([OH:29])=[CH:17][CH:18]=3)[NH:13][C:12]=2[C:11]([C:23]([NH2:25])=[O:24])=[CH:10][CH:9]=1 |f:3.4|. Reported procedure: Step 2 A solution of crude 4-(2-fluorophenyl)-7-formyl-9H-carbazole-1-carboxamide (25.2 mg, 0.076 mmol) in methanol (2 mL) at 0° C. was treated with 30% aqueous hydrogen peroxide (0.039 mL, 0.379 mmol) and sulfuric acid (0.020 mL, 0.379 mmol). After 1.5 h, additional hydrogen peroxide (0.100 mL) and sulfuric acid (0.050 mL) were added and the mixture was stirred at rt overnight. After 16 h, 1 M aqueous sodium hydroxide (2 mL) was added and the mixture was stirred for 1 h. The pH was adjusted to ...